This data is from the Open Reaction Database (ORD), a public repository of structured organic reaction records. The task is: describe an organic reaction: reactants, conditions, products, and yield Starting materials: C(C1=CC=CC=C1)OC=1C=CC=2C3=C(C=NC2C1)N=C(S3)CC (7-benzyloxy-2-ethylthiazolo[4,5-c]quinoline), ClC=1C=C(C(=O)OO)C=CC1 (3-chloroperoxybezoic acid). The solvent is C(Cl)(Cl)Cl (chloroform). The product is C(C1=CC=CC=C1)OC=1C=CC=2C3=C(C=[N+](C2C1)[O-])N=C(S3)CC (7-benzyloxy-2-ethylthiazolo[4,5-c]quinoline 5-oxide). Yield: 97.8%. Reaction SMILES: [CH2:1]([O:8][C:9]1[CH:10]=[CH:11][C:12]2[C:13]3[S:21][C:20]([CH2:22][CH3:23])=[N:19][C:14]=3[CH:15]=[N:16][C:17]=2[CH:18]=1)[C:2]1[CH:7]=[CH:6][CH:5]=[CH:4][CH:3]=1.ClC1C=C(C=CC=1)C(OO)=[O:29]>C(Cl)(Cl)Cl>[CH2:1]([O:8][C:9]1[CH:10]=[CH:11][C:12]2[C:13]3[S:21][C:20]([CH2:22][CH3:23])=[N:19][C:14]=3[CH:15]=[N+:16]([O-:29])[C:17]=2[CH:18]=1)[C:2]1[CH:3]=[CH:4][CH:5]=[CH:6][CH:7]=1. Procedure: To a stirred solution of 7-benzyloxy-2-ethylthiazolo[4,5-c]quinoline (15.0 g, 46.8 mmol) in chloroform (150 mL), 3-chloroperoxybezoic acid (m-CPBA. 50% w/w, 16.15 g, 46.8 mmol) was slowly added in small portions. The reaction was maintained at room temperature overnight. The reaction mixture was transferred to a separatory funnel and washed with 10% aqueous sodium carbonate (2×50 mL). The chloroform layer was concentrated to provide 15.4 g of 7-benzyloxy-2-ethylthiazolo[4,5-c]quinoline 5-oxide a... Starting materials: C#Cc1cc(C(=O)N2CS(=O)(=O)c3ccccc32)cc(C#N)c1OC, CN(C)C=O, [Cl-], Cl, [Li+]. Yields the product C#Cc1cc(C(=O)N2CS(=O)(=O)c3ccccc32)cc(C#N)c1O. Reaction SMILES: [C:1](#[N:2])[c:3]1[cH:4][c:5]([C:6](=[O:7])[N:8]2[CH2:9][S:10](=[O:17])(=[O:18])[c:11]3[c:12]2[cH:13][cH:14][cH:15][cH:16]3)[cH:19][c:20]([C:24]#[CH:25])[c:21]1[O:22][CH3:23].[CH3:29][N:30]([CH3:31])[CH:32]=[O:33].[Cl-:27].[ClH:28].[Li+:26]>>[C:1](#[N:2])[c:3]1[cH:4][c:5]([C:6](=[O:7])[N:8]2[CH2:9][S:10](=[O:17])(=[O:18])[c:11]3[c:12]2[cH:13][cH:14][cH:15][cH:16]3)[cH:19][c:20]([C:24]#[CH:25])[c:21]1[OH:22]. Reactants: CCOC(=O)c1c(O)c2cccnc2n(Cc2ccc(OC)cc2)c1=O, NC1CCCCC1, Cc1ccccc1C. The product is COc1ccc(Cn2c(=O)c(C(=O)NC3CCCCC3)c(O)c3cccnc32)cc1. RXN SMILES: [CH2:8]([O:10][C:11](=[O:9])[c:13]1[c:14](=[O:33])[n:15]([CH2:24][c:25]2[cH:26][cH:27][c:28]([O:31][CH3:32])[cH:29][cH:30]2)[c:16]2[n:17][cH:18][cH:19][cH:20][c:21]2[c:22]1[OH:23])[CH3:12].[NH2:1][CH:2]1[CH2:3][CH2:4][CH2:5][CH2:6][CH2:7]1.[c:34]1([CH3:35])[c:36]([CH3:37])[cH:38][cH:39][cH:40][cH:41]1>>[NH:1]([CH:2]1[CH2:3][CH2:4][CH2:5][CH2:6][CH2:7]1)[C:11](=[O:10])[c:13]1[c:14](=[O:33])[n:15]([CH2:24][c:25]2[cH:26][cH:27][c:28]([O:31][CH3:32])[cH:29][cH:30]2)[c:16]2[n:17][cH:18][cH:19][cH:20][c:21]2[c:22]1[OH:23]. Reactants: C(=O)=O (carbon dioxide), ClCC(C)Cl (1,2-dichloropropane), CN (methylamine). Reaction conditions: temperature 160 celsius. The product is CN1C(OCC1C)=O (3,4-dimethyl-1,3-oxazolidin-2-one), CN1C(OC(C1)C)=O (3,5-dimethyl-1,3-oxazolidin-2-one). RXN SMILES: Cl[CH2:2][CH:3](Cl)[CH3:4].[CH3:6][NH2:7].[C:8](=[O:10])=[O:9]>>[CH3:6][N:7]1[CH:3]([CH3:4])[CH2:2][O:9][C:8]1=[O:10].[CH3:6][N:7]1[CH2:2][CH:3]([CH3:4])[O:9][C:8]1=[O:10]. Reported procedure: 1.10 g of 1,2-dichloropropane and 7.18 g of a 40% methylamine aqueous solution were charged in a 20 ml pressure vessel made of SUS316 and 2.11 g of a carbon dioxide gas was absorbed under a pressure of about 0.5 MPa, followed by heating at 160° C. for 4 hours. As a result, 3,4-dimethyl-1,3-oxazolidin-2-one and 3,5-dimethyl-1,3-oxazolidin-2-one were obtained in a total yield of 64% and 1,3,4-trimethylimidazolidin-2-one was obtained in a 23% yield.